From a dataset of the Open Reaction Database (ORD), a public repository of structured organic reaction records. describe an organic reaction: reactants, conditions, products, and yield The yield is 73.3%. Procedure: A solution of 4-(4-methoxybenzoyl)piperidine hydrochloride (3.0 g, 11.7 mmol), in 48% HBr (aq) (16 mL), and acetic acid (16 mL) was heated at reflux for 48 h. The reaction mixture was evaporated to dryness in vacuo to give an off-white solid which was suspended in saturated NaHCO3 (aq). The resulting precipitate was collected by filtration, washed with water, and dried to give the title compound (1.76 g, 73%) as an off-white solid. The product is OC1=CC=C(C(=O)C2CCNCC2)C=C1 (4-(4-Hydroxybenzoyl)piperidine). As a reaction SMILES: Cl.C[O:3][C:4]1[CH:17]=[CH:16][C:7]([C:8]([CH:10]2[CH2:15][CH2:14][NH:13][CH2:12][CH2:11]2)=[O:9])=[CH:6][CH:5]=1.C(O)(=O)C>Br.C([O-])(O)=O.[Na+]>[OH:3][C:4]1[CH:5]=[CH:6][C:7]([C:8]([CH:10]2[CH2:15][CH2:14][NH:13][CH2:12][CH2:11]2)=[O:9])=[CH:16][CH:17]=1 |f:0.1,4.5|. The reactants are Cl.COC1=CC=C(C(=O)C2CCNCC2)C=C1 (4-(4-methoxybenzoyl)piperidine hydrochloride), C(C)(=O)O (acetic acid). Run in C(=O)(O)[O-].[Na+] (NaHCO3), Br (HBr). Reaction SMILES: [CH:1]([N:4]1[CH2:9][CH2:8][CH:7]([C:10]([NH:12][OH:13])=[NH:11])[CH2:6][CH2:5]1)([CH3:3])[CH3:2].[C:14]([CH:18]1[CH2:23][CH2:22][CH:21]([C:24]([Cl:26])=O)[CH2:20][CH2:19]1)([CH3:17])([CH3:16])[CH3:15]>>[ClH:26].[CH:1]([N:4]1[CH2:9][CH2:8][CH:7]([C:10]2[N:11]=[C:24]([CH:21]3[CH2:22][CH2:23][CH:18]([C:14]([CH3:15])([CH3:17])[CH3:16])[CH2:19][CH2:20]3)[O:13][N:12]=2)[CH2:6][CH2:5]1)([CH3:3])[CH3:2] |f:2.3|. Yields the product Cl.C(C)(C)N1CCC(CC1)C1=NOC(=N1)C1CCC(CC1)C(C)(C)C (1-Isopropyl-4-[5-(4-tert-butylcyclohexyl)[1,2,4]oxadiazol-3-yl]piperidine, hydrochloride). The reactants are C(C)(C)N1CCC(CC1)C(=N)NO (1-isopropyl-N-hydroxypiperidine-4-carboxamidine), C(C)(C)(C)C1CCC(CC1)C(=O)Cl (4-tert-butylcyclohexanecarbonyl chloride). Reported procedure: The title compound was prepared by a similar procedure to that described in Example 56, starting from 1-isopropyl-N-hydroxypiperidine-4-carboxamidine and 4-tert-butylcyclohexanecarbonyl chloride. Starting materials: CC(C)(C)[O-], CN(C)C=O, Nc1cc(Cl)ccc1[N+](=O)[O-], Cl, N#CCc1ccc(F)cc1, [K+], OO. The product is Nc1cc(C(=O)c2ccc(F)cc2)ccc1[N+](=O)[O-]. RXN SMILES: [CH3:22][C:23]([CH3:24])([O-:25])[CH3:26].[CH3:31][N:32]([CH3:33])[CH:34]=[O:35].[Cl:1][c:2]1[cH:3][cH:4][c:5]([N+:9](=[O:10])[O-:11])[c:6]([NH2:7])[cH:8]1.[ClH:30].[F:12][c:13]1[cH:14][cH:15][c:16]([CH2:19][C:20]#[N:21])[cH:17][cH:18]1.[K+:27].[OH:28][OH:29]>>[c:2]1([C:19]([c:16]2[cH:15][cH:14][c:13]([F:12])[cH:18][cH:17]2)=[O:25])[cH:3][cH:4][c:5]([N+:9](=[O:10])[O-:11])[c:6]([NH2:7])[cH:8]1. Reactants: Cc1ccccc1, N#Cc1ccc(Cl)nc1, [K+], [OH-], O, OCc1ccccc1. The product is N#Cc1ccc(OCc2ccccc2)nc1. As a reaction SMILES: [CH3:20][c:21]1[cH:22][cH:23][cH:24][cH:25][cH:26]1.[Cl:1][c:2]1[n:3][cH:4][c:5]([C:6]#[N:7])[cH:8][cH:9]1.[K+:19].[OH-:18].[OH2:27].[OH:10][CH2:11][c:12]1[cH:13][cH:14][cH:15][cH:16][cH:17]1>>[c:2]1([O:10][CH2:11][c:12]2[cH:13][cH:14][cH:15][cH:16][cH:17]2)[n:3][cH:4][c:5]([C:6]#[N:7])[cH:8][cH:9]1. Starting materials: C(C)(C)(C)O[K] (t-butoxypotassium), C(C1=CC=CC=C1)Br (benzyl bromide), CN(C=O)C (dimethylformamide), OC1=C2CCCC(C2=CC=C1)=O (5-hydroxytetralone). Solvent: O (water). Reaction conditions: time 2 hour. Product: C(C1=CC=CC=C1)OC1=C2CCCC(C2=CC=C1)=O (5-benzyloxytetralone). RXN SMILES: C(O[K])(C)(C)C.CN(C)C=O.[OH:12][C:13]1[CH:22]=[CH:21][CH:20]=[C:19]2[C:14]=1[CH2:15][CH2:16][CH2:17][C:18]2=[O:23].[CH2:24](Br)[C:25]1[CH:30]=[CH:29][CH:28]=[CH:27][CH:26]=1>O>[CH2:24]([O:12][C:13]1[CH:22]=[CH:21][CH:20]=[C:19]2[C:14]=1[CH2:15][CH2:16][CH2:17][C:18]2=[O:23])[C:25]1[CH:30]=[CH:29][CH:28]=[CH:27][CH:26]=1. Procedure details: 3.1 g of t-butoxypotassium was added under ice cooling and nitrogen replacement to a 50 mL dimethylformamide solution of 4.0 g of 5-hydroxytetralone, and the system was stirred for 15 minutes at the same temperature, after which 3.2 mL of benzyl bromide was added, and the system was stirred for 2 hours at the same temperature. After the reaction, water was added, extraction was performed with ethyl acetate, and the organic layer was washed with saturated brine and dried with magnesium sulfate, t... Starting materials: CCCc1nc(CC)c(C(=O)OCOC(=O)C(C)C)n1Cc1ccc(-c2ccccc2-c2nnnn2C(c2ccccc2)(c2ccccc2)c2ccccc2)cc1, CC(=O)O, CO. The product is CCCc1nc(CC)c(C(=O)OCOC(=O)C(C)C)n1Cc1ccc(-c2ccccc2-c2nnn[nH]2)cc1. Reaction SMILES: [CH2:1]([CH3:2])[c:3]1[n:4][c:5]([CH2:55][CH2:56][CH3:57])[n:6]([CH2:18][c:19]2[cH:20][cH:21][c:22](-[c:25]3[c:26](-[c:31]4[n:32][n:33][n:34][n:35]4[C:36]([c:37]4[cH:38][cH:39][cH:40][cH:41][cH:42]4)([c:43]4[cH:44][cH:45][cH:46][cH:47][cH:48]4)[c:49]4[cH:50][cH:51][cH:52][cH:53][cH:54]4)[cH:27][cH:28][cH:29][cH:30]3)[cH:23][cH:24]2)[c:7]1[C:8](=[O:9])[O:10][CH2:11][O:12][C:13]([CH:14]([CH3:15])[CH3:16])=[O:17].[CH3:58][C:59](=[O:60])[OH:61].[CH3:62][OH:63]>>[CH2:1]([CH3:2])[c:3]1[n:4][c:5]([CH2:55][CH2:56][CH3:57])[n:6]([CH2:18][c:19]2[cH:20][cH:21][c:22](-[c:25]3[c:26](-[c:31]4[nH:32][n:33][n:34][n:35]4)[cH:27][cH:28][cH:29][cH:30]3)[cH:23][cH:24]2)[c:7]1[C:8](=[O:9])[O:10][CH2:11][O:12][C:13]([CH:14]([CH3:15])[CH3:16])=[O:17].